This data is from the Open Reaction Database (ORD), a public repository of structured organic reaction records. The task is: describe an organic reaction: reactants, conditions, products, and yield The reactants are CCN(CC)S(F)(F)F (DAST), C1(CC1)NC(=O)C=1N=NN(C1)C1=C(C=C(C=C1)C(=O)NCC)OCCCCCCO (N-cyclopropyl-1-{4-[(ethylamino)carbonyl]-2-[(6-hydroxyhexyl)oxy]phenyl}-1H-1,2,3-triazole-4-carboxamide), C(O)([O-])=O.[Na+] (sodium hydrogen carbonate). Solvent: ClCCl (dichloromethane). Run at time 8 hour. Yields the product C1(CC1)NC(=O)C=1N=NN(C1)C1=C(C=C(C=C1)C(=O)NCC)OCCCCCCF (N-cyclopropyl-1-{4-[(ethylamino)carbonyl]-2-[(6-fluorohexyl)oxy]phenyl}-1H-1,2,3-triazole-4-carboxamide). The yield is 15.0%. Reaction SMILES: [CH:1]1([NH:4][C:5]([C:7]2[N:8]=[N:9][N:10]([C:12]3[CH:17]=[CH:16][C:15]([C:18]([NH:20][CH2:21][CH3:22])=[O:19])=[CH:14][C:13]=3[O:23][CH2:24][CH2:25][CH2:26][CH2:27][CH2:28][CH2:29]O)[CH:11]=2)=[O:6])[CH2:3][CH2:2]1.CCN(S(F)(F)[F:37])CC.C(=O)([O-])O.[Na+]>ClCCl>[CH:1]1([NH:4][C:5]([C:7]2[N:8]=[N:9][N:10]([C:12]3[CH:17]=[CH:16][C:15]([C:18]([NH:20][CH2:21][CH3:22])=[O:19])=[CH:14][C:13]=3[O:23][CH2:24][CH2:25][CH2:26][CH2:27][CH2:28][CH2:29][F:37])[CH:11]=2)=[O:6])[CH2:3][CH2:2]1 |f:2.3|. Procedure: To a suspension of N-cyclopropyl-1-{4-[(ethylamino)carbonyl]-2-[(6-hydroxyhexyl)oxy]phenyl}-1H-1,2,3-triazole-4-carboxamide (0.14 g) obtained in Example 183 in dichloromethane (10 ml) was added DAST (0.10 ml) at −78° C. The reaction mixture was slowly allowed to warm to room temperature and stirred overnight. Saturated aqueous sodium hydrogen carbonate solution was added to the reaction mixture, and the organic layer was separated. The organic layer was dried over anhydrous sodium sulfate, and t... The product is C1(=CC=CC=C1)OC1=CC=CC=C1 (diphenyl oxide). Reaction SMILES: [C:1]1([OH:7])[CH:6]=[CH:5][CH:4]=[CH:3][CH:2]=1.C(O)(=O)[C:9]1[CH:14]=[CH:13][CH:12]=[CH:11][CH:10]=1>[Cu]>[C:1]1([O:7][C:9]2[CH:14]=[CH:13][CH:12]=[CH:11][CH:10]=2)[CH:6]=[CH:5][CH:4]=[CH:3][CH:2]=1. Reagents/catalysts: [Cu] (copper). Yield: 44.7%. Starting materials: C1(=CC=CC=C1)O (phenol), C1(=CC=CC=C1)O (phenol), C(C1=CC=CC=C1)(=O)O (benzoic aicd), C1(=CC=CC=C1)O (phenol), C(C1=CC=CC=C1)(=O)O (benzoic acid), C1(=CC=CC=C1)O (phenol), C(C1=CC=CC=C1)(=O)O (benzoic acid). Procedure: However, the catalyst disclosed in Japanese Patent KOKAI No. 57-11932 is insufficient in the yield of phenol. Actually, the maximum conversion of benzoic acid was 50.5%, and the maximum selectivity to phenol was 88.6%, and therefore, the maximum yield was 44.7%. Besides, when an exothermic reaction is conducted such as the oxidation reaction of benzoic aicd using the catalyst containing a copper compound, hot spots occur in the catalyst layer to progress calcining of the catalyst. As a result, t... Starting materials: Cl (HCl), C(C)OC(CC(=O)[O-])=O.[K+] (potassium 3-ethoxy-3-oxopropanoate), C(C)(C)(C)C=1C=C(CC2N(CCC(C2)C(=O)O)C(=O)OC)C=C(C1)C(C)(C)C (2-(3,5-Di-tert-butylbenzyl)-1-(methoxycarbonyl)piperidine-4-carboxylic acid), C(C)(C)(C)C=1C=C(CC2N(CCC(C2)C(=O)O)C(=O)OC)C=C(C1)C(C)(C)C (2-(3,5-Di-tert-butylbenzyl)-1-(methoxycarbonyl)piperidine-4-carboxylic acid), N1(C=NC=C1)C(=O)N1C=NC=C1 (di(1H-imidazol-1-yl)methanone), [Cl-].[Mg+2].[Cl-] (magnesium chloride). Run in CC(C)(C)OC (MTBE), O (water), CN1C(CNC2=C1C(=O)N=C(N2)N)CNC3=CC=C(C=C3)C(=O)NC(CCC(=O)O)C(=O)O (methyl THF), CN1C(CNC2=C1C(=O)N=C(N2)N)CNC3=CC=C(C=C3)C(=O)NC(CCC(=O)O)C(=O)O (methyl THF). Reaction conditions: time 8 hour. Yields the product C(C)(C)(C)C=1C=C(C[C@@H]2N(CC[C@H](C2)C(CC(=O)OCC)=O)C(=O)OC)C=C(C1)C(C)(C)C (Trans-methyl 2-(3,5-di-tert-butylbenzyl)-4-(3-ethoxy-3-oxopropanoyl)piperidine-1-carboxylate), C(C)(C)(C)C=1C=C(C[C@@H]2N(CC[C@@H](C2)C(CC(=O)OCC)=O)C(=O)OC)C=C(C1)C(C)(C)C (cis-methyl 2-(3,5-di-tert-butylbenzyl)-4-(3-ethoxy-3-oxopropanoyl)piperidine-1-carboxylate). Yield: 46.0%. As a reaction SMILES: [C:1]([C:5]1[CH:6]=[C:7]([CH:22]=[C:23]([C:25]([CH3:28])([CH3:27])[CH3:26])[CH:24]=1)[CH2:8][CH:9]1[CH2:14][CH:13]([C:15]([OH:17])=O)[CH2:12][CH2:11][N:10]1[C:18]([O:20][CH3:21])=[O:19])([CH3:4])([CH3:3])[CH3:2].N1(C(N2C=CN=C2)=O)C=CN=C1.[CH2:41]([O:43][C:44](=[O:49])[CH2:45][C:46]([O-:48])=O)[CH3:42].[K+].[Cl-].[Mg+2].[Cl-].Cl>CN1C2C(N=C(N)NC=2NCC1CNC1C=CC(C(NC(C(O)=O)CCC(O)=O)=O)=CC=1)=O.O.CC(OC)(C)C>[C:25]([C:23]1[CH:22]=[C:7]([CH:6]=[C:5]([C:1]([CH3:2])([CH3:4])[CH3:3])[CH:24]=1)[CH2:8][C@H:9]1[CH2:14][C@H:13]([C:15](=[O:17])[CH2:45][C:44]([O:43][CH2:41][CH3:42])=[O:49])[CH2:12][CH2:11][N:10]1[C:18]([O:20][CH3:21])=[O:19])([CH3:28])([CH3:26])[CH3:27].[C:1]([C:5]1[CH:6]=[C:7]([CH:22]=[C:23]([C:25]([CH3:28])([CH3:27])[CH3:26])[CH:24]=1)[CH2:8][C@H:9]1[CH2:14][C@@H:13]([C:46](=[O:48])[CH2:45][C:44]([O:43][CH2:41][CH3:42])=[O:49])[CH2:12][CH2:11][N:10]1[C:18]([O:20][CH3:21])=[O:19])([CH3:3])([CH3:4])[CH3:2] |f:2.3,4.5.6|. Procedure: 2-(3,5-Di-tert-butylbenzyl)-1-(methoxycarbonyl)piperidine-4-carboxylic acid (3.723 g, 9.56 mmol) (reference compound 61) was dissolved in methyl THF (70 mL) and di(1H-imidazol-1-yl)methanone (2.325 g, 14.34 mmol) added. The suspension was stirred at room temperature under nitrogen overnight (flask 1). In a separate flask potassium 3-ethoxy-3-oxopropanoate (2.93 g, 17.20 mmol) was suspended in methyl THF (70.0 mL) and magnesium chloride (1.638 g, 17.20 mmol) added. The suspension was stirred at 5...